From a dataset of the Open Reaction Database (ORD), a public repository of structured organic reaction records. describe an organic reaction: reactants, conditions, products, and yield Reactants: CCCCCC, CCOC(C)=O, CCO, [H][H], N#Cc1cccc(O)c1[N+](=O)[O-]. Product: N#Cc1cccc(O)c1N. RXN SMILES: [CH3:15][CH2:16][CH2:17][CH2:18][CH2:19][CH3:20].[CH3:21][CH2:22][O:23][C:24](=[O:25])[CH3:26].[CH3:27][CH2:28][OH:29].[H:13][H:14].[N+:1]([O-:2])(=[O:3])[c:4]1[c:5]([C:6]#[N:7])[cH:8][cH:9][cH:10][c:11]1[OH:12]>>[NH2:1][c:4]1[c:5]([C:6]#[N:7])[cH:8][cH:9][cH:10][c:11]1[OH:12]. Reactants: [OH-].[Na+] (sodium hydroxide), FC1=CC=C(C=C1)C(=O)C(=O)C1=CC=C(C=C1)F (4,4'-difluorobenzil), N(C(=N)N)C=1NC2=C(N1)C=CC=C2 (2-guanidinobenzimidazole). The solvent is O (water), CO (methanol). Product: N1=C(NC2=C1C=CC=C2)N=C2NC1(C(NC(N1)=NC=1NC3=C(N1)C=CC=C3)(N2)C2=CC=C(C=C2)F)C2=CC=C(C=C2)F (2,5-bis[2-benzimidazolylimino]-3a,6a-bis(4-fluorophenyl)-1,2,3,3a,4,5,6,6a-octahydroimidazo[4,5-d]imidazole), crystals. The yield is 79.0%. As a reaction SMILES: [F:1][C:2]1[CH:7]=[CH:6][C:5]([C:8]([C:10]([C:12]2[CH:17]=[CH:16][C:15]([F:18])=[CH:14][CH:13]=2)=O)=O)=[CH:4][CH:3]=1.[NH:19]([C:23]1[NH:24][C:25]2[CH:31]=[CH:30][CH:29]=[CH:28][C:26]=2[N:27]=1)[C:20]([NH2:22])=[NH:21].[OH-].[Na+]>CO.O>[N:27]1[C:26]2[CH:28]=[CH:29][CH:30]=[CH:31][C:25]=2[NH:24][C:23]=1[N:19]=[C:20]1[NH:22][C:8]2([C:5]3[CH:6]=[CH:7][C:2]([F:1])=[CH:3][CH:4]=3)[NH:22][C:20](=[N:19][C:23]3[NH:27][C:26]4[CH:28]=[CH:29][CH:30]=[CH:31][C:25]=4[N:24]=3)[NH:21][C:10]2([C:12]2[CH:17]=[CH:16][C:15]([F:18])=[CH:14][CH:13]=2)[NH:21]1 |f:2.3|. Procedure: Following the procedure of Example 1, 4,4'-difluorobenzil (1.0 g, 4.06 mmol) and 2-guanidinobenzimidazole (0.6 g, 3.4 mmol) in methanol (40 mL) was treated with a solution of sodium hydroxide (200 mg, 5 mmol) in 5 mL of water. The title compound was isolated as pale yellow crystals (750 mg, 79% yield). MS (ESI) m/z 561 [M+H]+.